This data is from the Open Reaction Database (ORD), a public repository of structured organic reaction records. The task is: describe an organic reaction: reactants, conditions, products, and yield Starting materials: NC(=O)[C@]1(N([C@H](CC1)C1=CC=C(C=C1)O)C(=O)OC(C)(C)C)C (1,1-dimethylethyl (2S,5R)-2-(aminocarbonyl)-5-(4-hydroxyphenyl)-2-methyl-1-pyrrolidinecarboxylate), FC1=C(CBr)C=CC=C1 (2-fluorobenzyl bromide). Yields the product NC(=O)[C@@]1(N([C@@H](CC1)C1=CC=C(C=C1)OCC1=C(C=CC=C1)F)C(=O)OC(C)(C)C)C (1,1-Dimethylethyl (2R,5S)-2-(aminocarbonyl)-5-(4-{[(2-fluorophenyl)methyl]oxy}phenyl)-2-methyl-1-pyrrolidinecarboxylate). RXN SMILES: [NH2:1][C:2]([C@:4]1([CH3:23])[CH2:8][CH2:7][C@H:6]([C:9]2[CH:14]=[CH:13][C:12]([OH:15])=[CH:11][CH:10]=2)[N:5]1[C:16]([O:18][C:19]([CH3:22])([CH3:21])[CH3:20])=[O:17])=[O:3].[F:24][C:25]1[CH:32]=[CH:31][CH:30]=[CH:29][C:26]=1[CH2:27]Br>>[NH2:1][C:2]([C@@:4]1([CH3:23])[CH2:8][CH2:7][C@@H:6]([C:9]2[CH:14]=[CH:13][C:12]([O:15][CH2:27][C:26]3[CH:29]=[CH:30][CH:31]=[CH:32][C:25]=3[F:24])=[CH:11][CH:10]=2)[N:5]1[C:16]([O:18][C:19]([CH3:22])([CH3:21])[CH3:20])=[O:17])=[O:3]. Reported procedure: The title compound was prepared (80 mg) using a similar procedure as set out earlier in Description 11 starting from 1,1-dimethylethyl (2S,5R)-2-(aminocarbonyl)-5-(4-hydroxyphenyl)-2-methyl-1-pyrrolidinecarboxylate (D22, 55 mg, 0.17 mmol)) and 2-fluorobenzyl bromide; Rt (HPLC): 5.87 min; MS: (ES/+) 451 m/z: [M+Na+]; C24H29FN2O4 requires 428. Reactants: CO, CN(C)C=O, O=C1Cc2cc([N+](=O)[O-])ccc2C(=O)N1. Yields the product Nc1ccc2c(c1)CC(=O)NC2=O. RXN SMILES: [CH3:16][OH:17].[CH3:18][N:19]([CH3:20])[CH:21]=[O:22].[N+:1]([O-:2])(=[O:3])[c:4]1[cH:5][c:6]2[c:11]([cH:12][cH:13]1)[C:10](=[O:14])[NH:9][C:8](=[O:15])[CH2:7]2>>[NH2:1][c:4]1[cH:5][c:6]2[c:11]([cH:12][cH:13]1)[C:10](=[O:14])[NH:9][C:8](=[O:15])[CH2:7]2. The product is CN(C)CCC(C#N)c1cccc2ccccc12. Reactants: CN(C)CCCl, [NH2-], [Na], O, N#CCc1cccc2ccccc12, c1ccccc1. RXN SMILES: [Cl:16][CH2:17][CH2:18][N:19]([CH3:20])[CH3:21].[NH2-:2].[Na:1].[OH2:22].[c:3]1([CH2:13][C:14]#[N:15])[cH:4][cH:5][cH:6][c:7]2[cH:8][cH:9][cH:10][cH:11][c:12]12.[cH:23]1[cH:24][cH:25][cH:26][cH:27][cH:28]1>>[c:3]1([CH:13]([C:14]#[N:15])[CH2:17][CH2:18][N:19]([CH3:20])[CH3:21])[cH:4][cH:5][cH:6][c:7]2[cH:8][cH:9][cH:10][cH:11][c:12]12. The reactants are C=CCCCCCCCC (1-decene), C(CCCCCCC\C=C/CCCCCCCC)(=O)OC (methyl oleate), COC(CCCCCCCC=C)=O (methyl-9-decenoate), desired products. Product: CCCCCCCCC=CCCCCCCCC (9-octadecene). RXN SMILES: C=CCCCCCCCC.COC(=O)CCCCCCCC=C.[C:24](OC)(=O)[CH2:25][CH2:26][CH2:27][CH2:28][CH2:29][CH2:30][CH2:31]/[CH:32]=[CH:33]\[CH2:34][CH2:35][CH2:36][CH2:37][CH2:38][CH2:39][CH2:40][CH3:41]>>[CH3:24][CH2:25][CH2:26][CH2:27][CH2:28][CH2:29][CH2:30][CH2:31][CH:32]=[CH:33][CH2:34][CH2:35][CH2:36][CH2:37][CH2:38][CH2:39][CH2:40][CH3:41]. Reported procedure: In a particular embodiment, the metathesis of methyl oleate with ethylene will yield cross-metathesis products of 1-decene and methyl-9-decenoate. In addition to the desired products, the methyl oleate may homometathesize to produce small amounts of 9-octadecene, a less desirable product, and 1,18-dimethyl-9-octadecenedioate, a second less desirable product. Yield was calculated as 100×[micromoles of ethenolysis products obtained from the GC]/[micromoles of methyl oleate weighed into reactor]. 1... Reactants: 140, C(C)(=O)N1CCC(CC1)CNC=1SC2=C(N1)C=CC=C2 (1-acetyl-N-(2-benzothiazolyl)-4-piperidinemethanamine), Br (hydrobromic acid). Solvent: O (water). The product is 122, Br.Br.N1CCC(CC1)CNC=1SC2=C(N1)C=CC=C2 (N-(4-piperidinylmethyl)-2-benzothiazolamine dihydrobromide). The yield is 79.0%. As a reaction SMILES: C([N:4]1[CH2:9][CH2:8][CH:7]([CH2:10][NH:11][C:12]2[S:13][C:14]3[CH:20]=[CH:19][CH:18]=[CH:17][C:15]=3[N:16]=2)[CH2:6][CH2:5]1)(=O)C.[BrH:21]>O>[BrH:21].[BrH:21].[NH:4]1[CH2:9][CH2:8][CH:7]([CH2:10][NH:11][C:12]2[S:13][C:14]3[CH:20]=[CH:19][CH:18]=[CH:17][C:15]=3[N:16]=2)[CH2:6][CH2:5]1 |f:3.4.5|. Procedure details: A mixture of 140 parts of 1-acetyl-N-(2-benzothiazolyl)-4-piperidinemethanamine and 1500 parts of a hydrobromic acid solution 24% in water was stirred and refluxed for 5 hours. The reaction mixture was evaporated and the residue was suspended in boiling ethanol. After cooling, the product was filtered off and dried, yielding 122 parts (79%) of N-(4-piperidinylmethyl)-2-benzothiazolamine dihydrobromide. hemihydrate; mp. >300° C. (intermediate 53).